From a dataset of the Open Reaction Database (ORD), a public repository of structured organic reaction records. describe an organic reaction: reactants, conditions, products, and yield Reactants: C(P(OCC)(OCC)=O)P(OCC)(OCC)=O (tetraethyl methylenediphosphonate), C-14 aldehyde, [H-].[Na+] (sodium hydride), paraffin, O (water). Run in CC1=CC=CC=C1 (methylbenzene), CC1=CC=CC=C1 (methylbenzene). Reaction conditions: temperature 12.5 celsius. The product is P([O-])([O-])=O.[C+4].[C+4].[C+4].[C+4].[C+4].[C+4].[C+4].[C+4].[C+4].[C+4].[C+4].[C+4].[C+4].[C+4].[C+4].P([O-])([O-])=O.P([O-])([O-])=O.P([O-])([O-])=O.P([O-])([O-])=O.P([O-])([O-])=O.P([O-])([O-])=O.P([O-])([O-])=O.P([O-])([O-])=O.P([O-])([O-])=O.P([O-])([O-])=O.P([O-])([O-])=O.P([O-])([O-])=O.P([O-])([O-])=O.P([O-])([O-])=O.P([O-])([O-])=O.P([O-])([O-])=O.P([O-])([O-])=O.P([O-])([O-])=O.P([O-])([O-])=O.P([O-])([O-])=O.P([O-])([O-])=O.P([O-])([O-])=O.P([O-])([O-])=O.P([O-])([O-])=O.P([O-])([O-])=O.P([O-])([O-])=O.P([O-])([O-])=O.P([O-])([O-])=O.P([O-])([O-])=O (pentadec-carbon phosphonate). Yield: 88.5%. Reaction SMILES: [H-].[Na+].[CH2:3](P(=O)(OCC)OCC)[P:4](=[O:11])([O:8]CC)[O:5]CC.O>CC1C=CC=CC=1>[PH:4](=[O:5])([O-:11])[O-:8].[C+4:3].[C+4:3].[C+4:3].[C+4:3].[C+4:3].[C+4:3].[C+4:3].[C+4:3].[C+4:3].[C+4:3].[C+4:3].[C+4:3].[C+4:3].[C+4:3].[C+4:3].[PH:4](=[O:5])([O-:11])[O-:8].[PH:4](=[O:5])([O-:11])[O-:8].[PH:4](=[O:5])([O-:11])[O-:8].[PH:4](=[O:5])([O-:11])[O-:8].[PH:4](=[O:5])([O-:11])[O-:8].[PH:4](=[O:5])([O-:11])[O-:8].[PH:4](=[O:5])([O-:11])[O-:8].[PH:4](=[O:5])([O-:11])[O-:8].[PH:4](=[O:5])([O-:11])[O-:8].[PH:4](=[O:5])([O-:11])[O-:8].[PH:4](=[O:5])([O-:11])[O-:8].[PH:4](=[O:5])([O-:11])[O-:8].[PH:4](=[O:5])([O-:11])[O-:8].[PH:4](=[O:5])([O-:11])[O-:8].[PH:4](=[O:5])([O-:11])[O-:8].[PH:4](=[O:5])([O-:11])[O-:8].[PH:4](=[O:5])([O-:11])[O-:8].[PH:4](=[O:5])([O-:11])[O-:8].[PH:4](=[O:5])([O-:11])[O-:8].[PH:4](=[O:5])([O-:11])[O-:8].[PH:4](=[O:5])([O-:11])[O-:8].[PH:4](=[O:5])([O-:11])[O-:8].[PH:4](=[O:5])([O-:11])[O-:8].[PH:4](=[O:5])([O-:11])[O-:8].[PH:4](=[O:5])([O-:11])[O-:8].[PH:4](=[O:5])([O-:11])[O-:8].[PH:4](=[O:5])([O-:11])[O-:8].[PH:4](=[O:5])([O-:11])[O-:8].[PH:4](=[O:5])([O-:11])[O-:8] |f:0.1,5.6.7.8.9.10.11.12.13.14.15.16.17.18.19.20.21.22.23.24.25.26.27.28.29.30.31.32.33.34.35.36.37.38.39.40.41.42.43.44.45.46.47.48.49|. Procedure details: 1.1 g (0.0275 mol) sodium hydride (60% content) is added to a 100 ml three-necked bottle under the protection of nitrogen, paraffin oil is removed by rinsing twice with 10 ml n-hexane each time; then, 10 ml methylbenzene is added, 8.6 g tetraethyl methylenediphosphonate (0.03 mol) is dropwise added to the solution of 20 ml methylbenzene under magnetic stirring, the temperature of cold water bath is maintained within a range from 10 to 15° C. while addition, a large amount of gas is discharged, t... Reactants: CC(=O)C(C(=O)OC(C)(C)C)C(=O)c1cccc(Cl)c1, O=C(O)C(F)(F)F. Yields the product CC(=O)CC(=O)c1cccc(Cl)c1. RXN SMILES: [Cl:1][c:2]1[cH:3][c:4]([C:5](=[O:6])[CH:7]([C:8]([O:9][C:10]([CH3:11])([CH3:12])[CH3:13])=[O:14])[C:15]([CH3:16])=[O:17])[cH:18][cH:19][cH:20]1.[OH:21][C:22]([C:23]([F:24])([F:25])[F:26])=[O:27]>>[Cl:1][c:2]1[cH:3][c:4]([C:5](=[O:6])[CH2:7][C:15]([CH3:16])=[O:17])[cH:18][cH:19][cH:20]1. Reactants: C(C)OC(=O)NC1=C(C#N)C(=CC=C1)F (2-(ethoxycarbonylamino)-6-fluorobenzonitrile), BrCC(=O)C1=CC=CC=C1 (2-bromoacetophenone). Run in C(C)(=O)OCC (ethyl acetate), hexanes. Product: NC1=C(N(C2=CC=CC(=C12)F)C(=O)OCC)C(C1=CC=CC=C1)=O (3-Amino-2-benzoyl-1-(ethoxycarbonyl)-4-fluoroindole). RXN SMILES: [CH2:1]([O:3][C:4]([NH:6][C:7]1[CH:14]=[CH:13][CH:12]=[C:11]([F:15])[C:8]=1[C:9]#[N:10])=[O:5])[CH3:2].Br[CH2:17][C:18]([C:20]1[CH:25]=[CH:24][CH:23]=[CH:22][CH:21]=1)=[O:19]>C(OCC)(=O)C>[NH2:10][C:9]1[C:8]2[C:7](=[CH:14][CH:13]=[CH:12][C:11]=2[F:15])[N:6]([C:4]([O:3][CH2:1][CH3:2])=[O:5])[C:17]=1[C:18](=[O:19])[C:20]1[CH:25]=[CH:24][CH:23]=[CH:22][CH:21]=1. Reported procedure: The title compound was prepared according to the procedure described in step 2 of Example 1 from 2-(ethoxycarbonylamino)-6-fluorobenzonitrile (step 1) and 2-bromoacetophenone. tlc: Rf=0.3 (33% ethyl acetate in hexanes) The reactants are C(=O)(N1C=NC=C1)N1C=NC=C1 (carbonyldiimidazole), O1C=C(C2=C1C=CC=C2)CC(=O)N2CCC(CC2)C(=O)O (1-(Benzofuran-3-ylacetyl)-4-piperidinecarboxlic acid), CN (methylamine). Run in O (water), ClCCl (dichloromethane). Run at time 1 hour. Product: O1C=C(C2=C1C=CC=C2)CC(=O)N2CCC(CC2)C(=O)NC (1-(Benzofuran-3-ylacetyl)-N-methyl-4-piperidinecarboxamide). Reaction SMILES: [C:1](N1C=CN=C1)([N:3]1C=CN=C1)=O.[O:13]1[C:17]2[CH:18]=[CH:19][CH:20]=[CH:21][C:16]=2[C:15]([CH2:22][C:23]([N:25]2[CH2:30][CH2:29][CH:28]([C:31]([OH:33])=O)[CH2:27][CH2:26]2)=[O:24])=[CH:14]1.CN>ClCCl.O>[O:13]1[C:17]2[CH:18]=[CH:19][CH:20]=[CH:21][C:16]=2[C:15]([CH2:22][C:23]([N:25]2[CH2:30][CH2:29][CH:28]([C:31]([NH:3][CH3:1])=[O:33])[CH2:27][CH2:26]2)=[O:24])=[CH:14]1. Procedure details: 19 g of carbonyldiimidazole are added in portions to 33 g of the product obtained in Step B in 350 ml of dichloromethane. When the evolution of gas has stopped, the reaction mixture is stirred for 1 hour at room temperature and then a stream of methylamine is circulated through it. After 12 hours' stirring, the mixture is diluted with water, decanted, washed with 1N sodium hydroxide solution and then with 1N hydrochloric acid, decanted, dried and evaporated, enabling the expected product to be i... Run in C(C)(=O)OCC (ethyl acetate). The product is NCCNC1=NC(=C2N=CN(C2=N1)CC)NC1=CC(=CC=C1)Cl (2-(2-Amino-ethyl-amino)-6-(3-chloro-phenylamino)-9-ethyl-9H-purine). Procedure: 250 mg (0.81 mmol) of 2-chloro-6-(3-chloro-phenyl-amino)-9-ethyl-9H-purine are dissolved in 5.8 ml (97 mmol) of ethylenediamine and the solution is heated under reflux for 3 hours (oil bath temperature of 150° C.). After cooling to room temperature, the reaction mixture is taken up in ethyl acetate (250 ml) and extracted with water (150 ml). The aqueous phase is extracted twice with ethyl acetate and the combined organic extracts are washed successively with saturated sodium bicarbonate solution... Run at temperature 150 celsius. As a reaction SMILES: Cl[C:2]1[N:10]=[C:9]2[C:5]([N:6]=[CH:7][N:8]2[CH2:11][CH3:12])=[C:4]([NH:13][C:14]2[CH:19]=[CH:18][CH:17]=[C:16]([Cl:20])[CH:15]=2)[N:3]=1.[CH2:21]([NH2:24])[CH2:22][NH2:23]>C(OCC)(=O)C>[NH2:23][CH2:22][CH2:21][NH:24][C:2]1[N:10]=[C:9]2[C:5]([N:6]=[CH:7][N:8]2[CH2:11][CH3:12])=[C:4]([NH:13][C:14]2[CH:19]=[CH:18][CH:17]=[C:16]([Cl:20])[CH:15]=2)[N:3]=1. Starting materials: ClC1=NC(=C2N=CN(C2=N1)CC)NC1=CC(=CC=C1)Cl (2-chloro-6-(3-chloro-phenyl-amino)-9-ethyl-9H-purine), C(CN)N (ethylenediamine). Starting materials: O=C([O-])O, CC(=O)CC(C)C, CCOCCO, Cc1nn2c(=O)c(CCCl)c(C)nc2s1, Fc1ccc2c(ccn2C2CCNCC2)c1, [I-], [K+], [Na+], [Na+], [Na+], O=C([O-])[O-], Cc1nc2sccn2c(=O)c1CCN1CCC(n2ccc3ccccc32)CC1. The product is Cc1nn2c(=O)c(CCN3CCC(n4ccc5cc(F)ccc54)CC3)c(C)nc2s1. RXN SMILES: [C:68](=[O:69])([O-:70])[OH:71].[CH3:73][CH:74]([CH3:75])[CH2:76][C:77](=[O:78])[CH3:79].[CH3:80][CH2:81][O:82][CH2:83][CH2:84][OH:85].[Cl:1][CH2:2][CH2:3][c:4]1[c:5]([CH3:15])[n:6][c:7]2[n:8]([c:9]1=[O:10])[n:11][c:12]([CH3:14])[s:13]2.[F:16][c:17]1[cH:18][c:19]2[cH:20][cH:21][n:22]([CH:26]3[CH2:27][CH2:28][NH:29][CH2:30][CH2:31]3)[c:23]2[cH:24][cH:25]1.[I-:67].[K+:66].[Na+:60].[Na+:61].[Na+:72].[O-:62][C:63](=[O:64])[O-:65].[n:32]1([CH:33]2[CH2:34][CH2:35][N:36]([CH2:37][CH2:38][c:39]3[c:40](=[O:41])[n:42]4[cH:43][cH:44][s:45][c:46]4[n:47][c:48]3[CH3:49])[CH2:50][CH2:51]2)[c:52]2[c:53]([cH:54][cH:55][cH:56][cH:57]2)[cH:58][cH:59]1>>[CH2:2]([CH2:3][c:4]1[c:5]([CH3:15])[n:6][c:7]2[n:8]([c:9]1=[O:10])[n:11][c:12]([CH3:14])[s:13]2)[N:29]1[CH2:28][CH2:27][CH:26]([n:22]2[cH:21][cH:20][c:19]3[cH:18][c:17]([F:16])[cH:25][cH:24][c:23]32)[CH2:31][CH2:30]1. The reactants are hydrochloride salt, C([O-])([O-])=O.[Cs+].[Cs+] (cesium carbonate), N[C@H]([C@H](O)C1=CC(=CC=C1)OC)C ((1R,2S)-2-amino-1-(3-methoxyphenyl)propan-1-ol), ClC1=CC=C(C=C1)N1N=CC2=CC(=CC=C12)I (1-(4-chlorophenyl)-5-iodo-1H-indazole). Reagents/catalysts: [Cu]I (CuI). Solvent: C(CCC)#N (butyronitrile). Run at time 16 hour. Product: ClC1=CC=C(C=C1)N1N=CC2=CC(=CC=C12)O[C@@H]([C@H](C)N)C1=CC(=CC=C1)OC ((1R,2S)-1-(1-(4-chlorophenyl)-1H-indazol-5-yloxy)-1-(3-methoxyphenyl)propan-2-amine). Reaction SMILES: [NH2:1][C@@H:2]([CH3:13])[C@@H:3]([C:5]1[CH:10]=[CH:9][CH:8]=[C:7]([O:11][CH3:12])[CH:6]=1)[OH:4].[Cl:14][C:15]1[CH:20]=[CH:19][C:18]([N:21]2[C:29]3[C:24](=[CH:25][C:26](I)=[CH:27][CH:28]=3)[CH:23]=[N:22]2)=[CH:17][CH:16]=1.C(=O)([O-])[O-].[Cs+].[Cs+]>C(#N)CCC.[Cu]I>[Cl:14][C:15]1[CH:16]=[CH:17][C:18]([N:21]2[C:29]3[C:24](=[CH:25][C:26]([O:4][C@H:3]([C:5]4[CH:10]=[CH:9][CH:8]=[C:7]([O:11][CH3:12])[CH:6]=4)[C@@H:2]([NH2:1])[CH3:13])=[CH:27][CH:28]=3)[CH:23]=[N:22]2)=[CH:19][CH:20]=1 |f:2.3.4|. Procedure details: The subtitle compound was prepared analogous to the method described in Example 6 (step 6a). Starting from the hydrochloride salt of (1R,2S)-2-amino-1-(3-methoxyphenyl)propan-1-ol (6b) (0.88 g, 4.04 mmol), 1-(4-chlorophenyl)-5-iodo-1H-indazole (1.720 g, 4.85 mmol), CuI (0.154 g, 0.81 mmol) and cesium carbonate (3.95 g, 12.13 mmol) in butyronitrile (14 mL) stirred at +110° C. for 16 h. Work up and final purification by HPLC was followed by extraction of product into EtOAc from basic water solutio... The reactants are CCOC(C)=O, O=S(=O)(CC1CCC(c2cc(F)ccc2F)(S(=O)(=O)c2ccc(Cl)cc2)CC1)N1CC(O)C1, ClCCl. The product is O=C1CN(S(=O)(=O)CC2CCC(c3cc(F)ccc3F)(S(=O)(=O)c3ccc(Cl)cc3)CC2)C1. As a reaction SMILES: [CH3:34][CH2:35][O:36][C:37](=[O:38])[CH3:39].[Cl:1][c:2]1[cH:3][cH:4][c:5]([S:8](=[O:9])(=[O:10])[C:11]2([c:26]3[c:27]([F:33])[cH:28][cH:29][c:30]([F:32])[cH:31]3)[CH2:12][CH2:13][CH:14]([CH2:17][S:18](=[O:19])(=[O:20])[N:21]3[CH2:22][CH:23]([OH:25])[CH2:24]3)[CH2:15][CH2:16]2)[cH:6][cH:7]1.[Cl:40][CH2:41][Cl:42]>>[Cl:1][c:2]1[cH:3][cH:4][c:5]([S:8](=[O:9])(=[O:10])[C:11]2([c:26]3[c:27]([F:33])[cH:28][cH:29][c:30]([F:32])[cH:31]3)[CH2:12][CH2:13][CH:14]([CH2:17][S:18](=[O:19])(=[O:20])[N:21]3[CH2:22][C:23](=[O:25])[CH2:24]3)[CH2:15][CH2:16]2)[cH:6][cH:7]1. The reactants are FC1=CC=C(C=C1)C1OCC2=CC(=CC=C12)CO (1-(4′-fluorophenyl)-1,3-dihydroisobenzofuran-5-ylmethanol), S(=O)(=O)([O-])[O-].[Mg+2] (magnesium sulfate). The reagents and catalysts are [O-2].[O-2].[Mn+4] (manganese dioxide). Solvent: C1(=CC=CC=C1)C (toluene). Reaction conditions: temperature 25 celsius, time 1 hour. The product is FC1=CC=C(C=C1)C1OCC2=CC(=CC=C12)C=O (1-(4′-fluorophenyl)-1,3-dihydroisobenzofuran-5-carbaldehyde). Yield: 100.0%. Reaction SMILES: [F:1][C:2]1[CH:7]=[CH:6][C:5]([CH:8]2[C:16]3[C:11](=[CH:12][C:13]([CH2:17][OH:18])=[CH:14][CH:15]=3)[CH2:10][O:9]2)=[CH:4][CH:3]=1.S([O-])([O-])(=O)=O.[Mg+2]>[O-2].[O-2].[Mn+4].C1(C)C=CC=CC=1>[F:1][C:2]1[CH:7]=[CH:6][C:5]([CH:8]2[C:16]3[C:11](=[CH:12][C:13]([CH:17]=[O:18])=[CH:14][CH:15]=3)[CH2:10][O:9]2)=[CH:4][CH:3]=1 |f:1.2,3.4.5|. Procedure details: 1-(4′-Fluorophenyl)-1,3-dihydroisobenzofuran-5-ylmethanol (60.5 kg) produced in Example 17 was added to toluene (520.9 kg) and manganese dioxide (544.8 kg, type HMH, manufactured by Toso) divided in three portions was added at 10-30° C. over 3 hr. The mixture was stirred at 23-27° C. for 1 hr, and the starting material was confirmed by HPLC to be 0.03%. Thereto were added Hyflo Super-Cel® (18.2 kg, Celite Co.) and anhydrous magnesium sulfate (30.2 kg). The mixture was cooled to about 10° C. over... Reactants: C(C)C1=CC2=C(C(C3=C(C=C2)C=C(C=C3)C)C=3C(NC(N(C3)C3=NC(=NC=C3)NCC(=O)NC=3SC=C(N3)CC(=O)O)=O)=O)C=C1 (2-[[4-[5-{2-Ethyl-8-methyl-5H-dibenzo[a,d]cyclohepten-5-yl}-3,4-dihydro-2,4-dioxo-1(2H)-pyrimidinyl]pyrimidin-2-yl amino]acetylamino]-4-thiazoleacetic acid), N1CC(C1)C(=O)O (3-azetidinecarboxylic acid). The product is C(C)C1=CC2=C(C(C3=C(C=C2)C=C(C=C3)C)C=3C(NC(N(C3)C3=NC(=NC=C3)N3CC(C3)C(=O)O)=O)=O)C=C1 ((±)N-[4-[5-{2-Ethyl-8-methyl-5H-dibenzo[a,d]cyclohepten-5-yl}-3,4-dihydro-2,4-dioxo-1(2H)-pyrimidinyl]pyrimidin-2-yl]-3-azetidinecarboxylic acid). RXN SMILES: [CH2:1]([C:3]1[CH:46]=[CH:45][C:6]2[CH:7]([C:17]3[C:18](=[O:44])[NH:19][C:20](=[O:43])[N:21]([C:23]4[CH:28]=[CH:27][N:26]=[C:25]([NH:29][CH2:30]C(NC5SC=C(CC(O)=O)N=5)=O)[N:24]=4)[CH:22]=3)[C:8]3[CH:15]=[CH:14][C:13]([CH3:16])=[CH:12][C:9]=3[CH:10]=[CH:11][C:5]=2[CH:4]=1)[CH3:2].N1C[CH:49]([C:51]([OH:53])=[O:52])[CH2:48]1>>[CH2:1]([C:3]1[CH:46]=[CH:45][C:6]2[CH:7]([C:17]3[C:18](=[O:44])[NH:19][C:20](=[O:43])[N:21]([C:23]4[CH:28]=[CH:27][N:26]=[C:25]([N:29]5[CH2:48][CH:49]([C:51]([OH:53])=[O:52])[CH2:30]5)[N:24]=4)[CH:22]=3)[C:8]3[CH:15]=[CH:14][C:13]([CH3:16])=[CH:12][C:9]=3[CH:10]=[CH:11][C:5]=2[CH:4]=1)[CH3:2]. Procedure: The title compound was prepared from the product of example 15 step (viii) (0.2 g) and 3-azetidinecarboxylic acid (0.045 g) by the method of example 7 step (i). Purification was by precipitation with ethyl acetate/isohexane and filtration. Yield 0.14 g.